Dataset: the Open Reaction Database (ORD), a public repository of structured organic reaction records. Task: describe an organic reaction: reactants, conditions, products, and yield Starting materials: O.O.O.O.O.O.O.O.O.[N+](=O)([O-])[O-].[Al+3].[N+](=O)([O-])[O-].[N+](=O)([O-])[O-] (aluminum nitrate nonahydrate). Run in O (water). The product is [N+](=O)([O-])[O-].[Al+3].[N+](=O)([O-])[O-].[N+](=O)([O-])[O-] (aluminum nitrate). Reaction SMILES: O.O.O.O.O.O.O.O.O.[N+:10]([O-:13])([O-:12])=[O:11].[Al+3:14].[N+:15]([O-:18])([O-:17])=[O:16].[N+:19]([O-:22])([O-:21])=[O:20]>O>[N+:10]([O-:13])([O-:12])=[O:11].[Al+3:14].[N+:15]([O-:18])([O-:17])=[O:16].[N+:19]([O-:22])([O-:21])=[O:20] |f:0.1.2.3.4.5.6.7.8.9.10.11.12,14.15.16.17|. Reported procedure: 375.13 g (1 mole) of aluminum nitrate nonahydrate (Al(NO3)3.9H2O)(manufactured by Kansai Catalyst Co., Ltd., reagent grade, appearance: powder) was dissolved in water to obtain 1000 cm3 of an aluminum nitrate solution. 100 cm3 of the aluminum nitrate solution was added with 2.83 g of seed crystal described above (0.566 g in terms of Al2O3) to obtain a mixture. Then water was evaporated from the mixture under conditions of 75° C. by using a pressure-reduced drier, to obtain a powder. The amount o... Reactants: Cl.Cl.N1C(CNCC1)C(=O)O (piperazine-2-carboxylic acid dihydrochloride), Cl (hydrochloric acid), [OH-].[Na+] (sodium hydroxide), C(=O)(OC(C)(C)C)OC(=O)[O-] (tert-butyl dicarbonate). Solvent: O1CCOCC1 (dioxan), O (water). Run at temperature 5 celsius, time 8 hour. Product: C(C)(C)(C)OC(=O)N1CC(NCC1)C(=O)O (Piperazine-1,3-dicarboxylicacid 1-tert-butyl ester). RXN SMILES: Cl.Cl.[NH:3]1[CH2:8][CH2:7][NH:6][CH2:5][CH:4]1[C:9]([OH:11])=[O:10].[OH-].[Na+].[C:14](OC([O-])=O)([O:16][C:17]([CH3:20])([CH3:19])[CH3:18])=[O:15].Cl>O1CCOCC1.O>[C:17]([O:16][C:14]([N:6]1[CH2:7][CH2:8][NH:3][CH:4]([C:9]([OH:11])=[O:10])[CH2:5]1)=[O:15])([CH3:20])([CH3:19])[CH3:18] |f:0.1.2,3.4|. Procedure details: A mixture of piperazine-2-carboxylic acid dihydrochloride in dioxan (1000 ml) and water (500 ml), at 10–15° C., was treated with aqueous sodium hydroxide solution (50%) over 15 minutes to adjust the pH to 9.1. This mixture was then treated portionwise (0.1 equivalent portions) with tert-butyl dicarbonate (114.6 g) over a period of 1 hour whilst maintaining the temperature at 5° C. and the pH around 8.8. After stirring at room temperature overnight the reaction mixture was cooled to 10° C., then ... Starting materials: ice water, O (water), [N+](=O)([O-])C=1C=C(C=CC1)S (3-nitrothiophenol), CC(=C)C1=CC=CC=C1 (α-methylstyrene). Run in O1CCCC1 (tetrahydrofuran). Reaction conditions: time 1 hour. The product is CC(C)(SC=1C=C(C=CC1)[N+](=O)[O-])C1=CC=CC=C1 (3-(1-methyl-1-phenylethylthio)nitrobenzene). The yield is 100.1%. RXN SMILES: O.[N+:2]([C:5]1[CH:6]=[C:7]([SH:11])[CH:8]=[CH:9][CH:10]=1)([O-:4])=[O:3].[CH3:12][C:13]([C:15]1[CH:20]=[CH:19][CH:18]=[CH:17][CH:16]=1)=[CH2:14]>O1CCCC1>[CH3:12][C:13]([C:15]1[CH:20]=[CH:19][CH:18]=[CH:17][CH:16]=1)([S:11][C:7]1[CH:6]=[C:5]([N+:2]([O-:4])=[O:3])[CH:10]=[CH:9][CH:8]=1)[CH3:14]. Procedure: To a mixed solution of water (1.6 mL)-concentrated sulfuric acid (1.6 mL) was added 3-nitrothiophenol (0.5 g), and the mixture was stirred at room temperature for 1 hour. To the mixture was added a solution of α-methylstyrene (0.38 g) in tetrahydrofuran (1.6 mL), and the mixture was stirred at room temperature for 30 minutes. The reaction mixture was poured into ice water, and the resulting mixture was extracted with ethyl acetate. The extract was washed with water, a saturated aqueous sodium hy... Starting materials: C(C)(C)(C)OC(=O)N1C[C@H](CC1)NC=1C=C2N3[C@@H](C(NN=C3COC2=CC1Br)=O)C ((S)-3-((R)-7-bromo-4-methyl-3-oxo-2,3,4,10-tetrahydro-9-oxa-1,2,4a-triaza-phenanthren-6-ylamino)-pyrrolidine-1-carboxylic acid tert-butyl ester), C(=O)([O-])[O-].[K+].[K+] (K2CO3), C(C)O/C=C/B1OC(C(O1)(C)C)(C)C ((E)-2-(2-ethoxyvinyl)-4,4,5,5-tetramethyl-1,3,2-dioxaborolane). The reagents and catalysts are C1=CC=C(C=C1)P([C-]2C=CC=C2)C3=CC=CC=C3.C1=CC=C(C=C1)P([C-]2C=CC=C2)C3=CC=CC=C3.Cl[Pd]Cl.[Fe+2].C(Cl)Cl (PdCl2(dppf) CH2Cl2). The solvent is O1CCOCC1 (dioxane), O (water). Reaction conditions: temperature 100 celsius, time 3 hour. Product: C(C)(C)(C)OC(=O)N1C[C@H](CC1)NC=1C=C2N3[C@@H](C(NN=C3COC2=CC1\C=C\OCC)=O)C ((S)-3-[(R)-7-((E)-2-ethoxy-vinyl)-4-methyl-3-oxo-2,3,4,10-tetrahydro-9-oxa-1,2,4a-triaza-phenanthren-6-ylamino]-pyrrolidine-1-carboxylic acid tert-butyl ester). The yield is 102.6%. RXN SMILES: [C:1]([O:5][C:6]([N:8]1[CH2:12][CH2:11][C@H:10]([NH:13][C:14]2[CH:15]=[C:16]3[C:25](=[CH:26][C:27]=2Br)[O:24][CH2:23][C:22]2[N:17]3[C@H:18]([CH3:30])[C:19](=[O:29])[NH:20][N:21]=2)[CH2:9]1)=[O:7])([CH3:4])([CH3:3])[CH3:2].C([O-])([O-])=O.[K+].[K+].[CH2:37]([O:39]/[CH:40]=[CH:41]/B1OC(C)(C)C(C)(C)O1)[CH3:38]>O1CCOCC1.O.C1C=CC(P(C2C=CC=CC=2)[C-]2C=CC=C2)=CC=1.C1C=CC(P(C2C=CC=CC=2)[C-]2C=CC=C2)=CC=1.Cl[Pd]Cl.[Fe+2].C(Cl)Cl>[C:1]([O:5][C:6]([N:8]1[CH2:12][CH2:11][C@H:10]([NH:13][C:14]2[CH:15]=[C:16]3[C:25](=[CH:26][C:27]=2/[CH:38]=[CH:37]/[O:39][CH2:40][CH3:41])[O:24][CH2:23][C:22]2[N:17]3[C@H:18]([CH3:30])[C:19](=[O:29])[NH:20][N:21]=2)[CH2:9]1)=[O:7])([CH3:4])([CH3:3])[CH3:2] |f:1.2.3,7.8.9.10.11|. Procedure details: To a mixture of (S)-3-((R)-7-bromo-4-methyl-3-oxo-2,3,4,10-tetrahydro-9-oxa-1,2,4a-triaza-phenanthren-6-ylamino)-pyrrolidine-1-carboxylic acid tert-butyl ester (0.6 g, 1.249 mmol), PdCl2(dppf)-CH2Cl2 adduct (0.051 g, 0.060 mmol) and K2CO3 (0.259 g, 1.87 mmol) in dioxane (24 mL) and water (4 mL) was added (E)-2-(2-ethoxyvinyl)-4,4,5,5-tetramethyl-1,3,2-dioxaborolane (0.124 g, 0.62 mmol) and the reaction mixture was stirred at 100° C. for 3 h. The reaction mixture was cooled to ambient temperature... The reactants are CC(C)(C)c1ccc(S(=O)(=O)N(CC(=O)O)c2ccccc2C(N)=O)cc1, CCNCC. Product: CCN(CC)C(=O)CN(c1ccccc1C(N)=O)S(=O)(=O)c1ccc(C(C)(C)C)cc1. Reaction SMILES: [C:1]([CH3:2])([CH3:3])([CH3:4])[c:5]1[cH:6][cH:7][c:8]([S:11](=[O:12])(=[O:13])[N:14]([c:15]2[c:16]([C:21]([NH2:22])=[O:23])[cH:17][cH:18][cH:19][cH:20]2)[CH2:24][C:25](=[O:26])[OH:27])[cH:9][cH:10]1.[CH2:28]([CH3:29])[NH:30][CH2:31][CH3:32]>>[C:1]([CH3:2])([CH3:3])([CH3:4])[c:5]1[cH:6][cH:7][c:8]([S:11](=[O:12])(=[O:13])[N:14]([c:15]2[c:16]([C:21]([NH2:22])=[O:23])[cH:17][cH:18][cH:19][cH:20]2)[CH2:24][C:25](=[O:27])[N:30]([CH2:28][CH3:29])[CH2:31][CH3:32])[cH:9][cH:10]1. Reactants: C(C)(C)(C)C=1N=C(C2=C(N1)N(N=N2)CC2=C(C=CC=C2)Cl)N2CCOCC2 (5-tert-Butyl-3-(2-chloro-benzyl)-7-morpholin-4-yl-3H-[1,2,3]triazolo[4,5-d]pyrimidine), C(C)(C)(C)C=1N=C(C2=C(N1)N(N=N2)CC2=C(C=CC=C2)Cl)Cl (5-tert-butyl-7-chloro-3-(2-chlorobenzyl)-3H-[1,2,3]triazolo[4,5-d]pyrimidine), N1C[C@H](CC1)O ((S)-pyrrolidin-3-ol). Yields the product C(C)(C)(C)C=1N=C(C2=C(N1)N(N=N2)CC2=C(C=CC=C2)Cl)N2C[C@H](CC2)O ((S)-1-[5-tert-Butyl-3-(2-chloro-benzyl)-3H-[1,2,3]triazolo[4,5-d]pyrimidin-7-yl]-pyrrolidin-3-ol), gum. Yield: 69.0%. As a reaction SMILES: [C:1]([C:5]1[N:6]=[C:7]([N:22]2[CH2:27][CH2:26][O:25][CH2:24][CH2:23]2)[C:8]2[N:13]=[N:12][N:11]([CH2:14][C:15]3[CH:20]=[CH:19][CH:18]=[CH:17][C:16]=3[Cl:21])[C:9]=2[N:10]=1)([CH3:4])([CH3:3])[CH3:2].C(C1N=C(Cl)C2N=NN(CC3C=CC=CC=3Cl)C=2N=1)(C)(C)C.N1CC[C@H](O)C1>>[C:1]([C:5]1[N:6]=[C:7]([N:22]2[CH2:23][CH2:24][C@H:26]([OH:25])[CH2:27]2)[C:8]2[N:13]=[N:12][N:11]([CH2:14][C:15]3[CH:20]=[CH:19][CH:18]=[CH:17][C:16]=3[Cl:21])[C:9]=2[N:10]=1)([CH3:2])([CH3:3])[CH3:4]. Procedure details: In analogy to the procedure described for the synthesis of 5-tert-butyl-3-(2-chloro-benzyl)-7-morpholin-4-yl-3H-[1,2,3]triazolo[4,5-d]pyrimidine (example 1, step c), the title compound was prepared from 5-tert-butyl-7-chloro-3-(2-chlorobenzyl)-3H-[1,2,3]triazolo[4,5-d]pyrimidine and (S)-pyrrolidin-3-ol and isolated as colorless gum (12.5 mg, 69%). MS (m/e): 387.3 (MH+).